Dataset: the Open Reaction Database (ORD), a public repository of structured organic reaction records. Task: describe an organic reaction: reactants, conditions, products, and yield Reactants: BrC=C1c2ccccc2CCc2ccccc21, COc1cc(F)cc(B(O)O)c1. The product is COc1cc(F)cc(C=C2c3ccccc3CCc3ccccc32)c1. RXN SMILES: [Br:13][CH:14]=[C:15]1[c:16]2[c:17]([cH:26][cH:27][cH:28][cH:29]2)[CH2:18][CH2:19][c:20]2[c:21]1[cH:22][cH:23][cH:24][cH:25]2.[F:1][c:2]1[cH:3][c:4]([B:10]([OH:11])[OH:12])[cH:5][c:6]([O:8][CH3:9])[cH:7]1>>[F:1][c:2]1[cH:3][c:4]([CH:14]=[C:15]2[c:16]3[c:17]([cH:26][cH:27][cH:28][cH:29]3)[CH2:18][CH2:19][c:20]3[c:21]2[cH:22][cH:23][cH:24][cH:25]3)[cH:5][c:6]([O:8][CH3:9])[cH:7]1.